This data is from the Open Reaction Database (ORD), a public repository of structured organic reaction records. The task is: describe an organic reaction: reactants, conditions, products, and yield The reactants are [Al+3], [Cl-], [Cl-], [Cl-], ClCCl, O=C(Cl)CCc1ccc(F)cc1. Product: O=C1CCc2ccc(F)cc21. Reaction SMILES: [Al+3:14].[Cl-:13].[Cl-:15].[Cl-:16].[Cl:17][CH2:18][Cl:19].[F:1][c:2]1[cH:3][cH:4][c:5]([CH2:8][CH2:9][C:10](=[O:11])[Cl:12])[cH:6][cH:7]1>>[F:1][c:2]1[cH:3][cH:4][c:5]2[c:6]([cH:7]1)[C:10](=[O:11])[CH2:9][CH2:8]2.